From a dataset of the Open Reaction Database (ORD), a public repository of structured organic reaction records. describe an organic reaction: reactants, conditions, products, and yield The reactants are ClC=1C=C(C=C(C1)Cl)C1CC(N(C1)C(=O)OC(C)(C)C)OC (tert-butyl 4-(3,5-dichlorophenyl)-2-methoxypyrrolidine-1-carboxylate), [BH4-].[Na+] (sodium borohydride), [OH-].[Na+] (NaOH). Solvent: C(C)(=O)O (acetic acid). Run at time 1 hour. The product is C(C)(C)(C)OC(=O)N1CC(CC1)C1=CC(=CC(=C1)Cl)Cl (tert-butyl-3-(3,5-dichlorophenyl)pyrrolidine-1-carboxylate). Isolated yield 100.0%. As a reaction SMILES: [Cl:1][C:2]1[CH:3]=[C:4]([CH:9]2[CH2:13][N:12]([C:14]([O:16][C:17]([CH3:20])([CH3:19])[CH3:18])=[O:15])[CH:11](OC)[CH2:10]2)[CH:5]=[C:6]([Cl:8])[CH:7]=1.[BH4-].[Na+].[OH-].[Na+]>C(O)(=O)C>[C:17]([O:16][C:14]([N:12]1[CH2:11][CH2:10][CH:9]([C:4]2[CH:5]=[C:6]([Cl:8])[CH:7]=[C:2]([Cl:1])[CH:3]=2)[CH2:13]1)=[O:15])([CH3:20])([CH3:18])[CH3:19] |f:1.2,3.4|. Reported procedure: Synthesized according to General procedure 3. To a stirred solution of tert-butyl 4-(3,5-dichlorophenyl)-2-methoxypyrrolidine-1-carboxylate (20 g, 0.058 mol) in acetic acid (200 mL) under N2 at 0° C. was added sodium borohydride (4.37 g, 0.116 mol) in portions over 20 minutes. The resulting solution was allowed to warm to RT and then stirred at RT for 1 hour. The reaction mixture was slowly poured into 2 M aqueous NaOH solution (500 mL) and extracted with ethyl acetate (3×500 mL). The combined o...